Dataset: the Open Reaction Database (ORD), a public repository of structured organic reaction records. Task: describe an organic reaction: reactants, conditions, products, and yield Reactants: O (water), Cl (HCl), BrC=1C=C(C=C(C1)NCC(F)(F)F)N (5-bromo-N-(2,2,2-trifluoroethyl)benzene-1,3-diamine), ClC1=NC=CC(=N1)C(F)(F)F (2-chloro-4-trifluoromethylpyrimidine). Solvent: CS(=O)C (DMSO). Conditions: temperature 100 celsius, time 2 hour. Yields the product BrC=1C=C(C=C(C1)NCC(F)(F)F)NC1=NC=CC(=N1)C(F)(F)F (5-bromo-N-(2,2,2-trifluoroethyl)-N′-[4-(trifluoromethyl)-pyrimidin-2-yl]benzene-1,3-diamine). Yield: 50.5%. Reaction SMILES: Cl.[Br:2][C:3]1[CH:4]=[C:5]([NH2:15])[CH:6]=[C:7]([NH:9][CH2:10][C:11]([F:14])([F:13])[F:12])[CH:8]=1.Cl[C:17]1[N:22]=[C:21]([C:23]([F:26])([F:25])[F:24])[CH:20]=[CH:19][N:18]=1.O>CS(C)=O>[Br:2][C:3]1[CH:4]=[C:5]([NH:15][C:17]2[N:22]=[C:21]([C:23]([F:26])([F:25])[F:24])[CH:20]=[CH:19][N:18]=2)[CH:6]=[C:7]([NH:9][CH2:10][C:11]([F:13])([F:14])[F:12])[CH:8]=1. Procedure: Aqueous HCl (1.0 M, 1.5 mL, 1.5 mmol) was added to a stirred mixture of the product of Step 2 (0.80 g, 2.97 mmol) and 2-chloro-4-trifluoromethylpyrimidine (8.0 mL, 66.2 mmol) in DMSO and the mixture was stirred at 100° C. for 2 h. The mixture was cooled, water was added and the mixture was extracted with Et2O (3×). The combined organic fractions were washed with HCl, water, aqueous copper sulfate and brine, dried (MgSO4), filtered and the solvent was evaporated under reduced pressure. The residu...